From a dataset of the Open Reaction Database (ORD), a public repository of structured organic reaction records. describe an organic reaction: reactants, conditions, products, and yield The reactants are CCC1Cc2ccsc2C1, CN(C=O)c1ccccc1, O, O=P(Cl)(Cl)Cl. The product is CCC1Cc2cc(C=O)sc2C1. As a reaction SMILES: [CH2:16]([CH3:17])[CH:18]1[CH2:19][c:20]2[c:21]([s:22][cH:23][cH:24]2)[CH2:25]1.[CH3:6][N:7]([c:8]1[cH:9][cH:10][cH:11][cH:12][cH:13]1)[CH:14]=[O:15].[OH2:26].[P:1]([Cl:2])([Cl:3])([Cl:4])=[O:5]>>[CH:14](=[O:15])[c:23]1[s:22][c:21]2[c:20]([cH:24]1)[CH2:19][CH:18]([CH2:16][CH3:17])[CH2:25]2.